This data is from the Open Reaction Database (ORD), a public repository of structured organic reaction records. The task is: describe an organic reaction: reactants, conditions, products, and yield Reactants: CN1C=CC2=CC=CC=C12 (1-methyl-1H-indole), [Cl-].COC=1C=C(C=[N+](C)C)C=CC1OC ((3,4-dimethoxy-benzylidene)-dimethylammonium chloride), COC=1C=C(C=O)C=CC1OC (3,4-dimethoxy-benzaldehyde), CNC (dimethylamine). Product: COC=1C=C(C=CC1OC)C(C1=CN(C2=CC=CC=C12)C)N(C)C ([(3,4-Dimethoxy-phenyl)-(1-methyl-1H-indol-3-yl)-methyl]-dimethyl-amine). RXN SMILES: [CH3:1][N:2]1[C:10]2[C:5](=[CH:6][CH:7]=[CH:8][CH:9]=2)[CH:4]=[CH:3]1.[Cl-].[CH3:12][O:13][C:14]1[CH:15]=[C:16]([CH:21]=[CH:22][C:23]=1[O:24][CH3:25])[CH:17]=[N+:18]([CH3:20])[CH3:19].COC1C=C(C=CC=1OC)C=O.CNC>>[CH3:12][O:13][C:14]1[CH:15]=[C:16]([CH:17]([N:18]([CH3:20])[CH3:19])[C:4]2[C:5]3[C:10](=[CH:9][CH:8]=[CH:7][CH:6]=3)[N:2]([CH3:1])[CH:3]=2)[CH:21]=[CH:22][C:23]=1[O:24][CH3:25] |f:1.2|. Reported procedure: The preparation was carried out in accordance with general synthesis instructions 4 from 1-methyl-1H-indole and (3,4-dimethoxy-benzylidene)-dimethylammonium chloride, which had been prepared in accordance with example 44 from 3,4-dimethoxy-benzaldehyde and dimethylamine. Starting materials: C(C)OC(C1=CC(=C(C(=C1)CCC)OCCCCCCC1=C(C(=CC=C1)OC)OC)CCC)=O (4-[6-(2,3-dimethoxyphenyl)hexyloxy]-3,5-dipropylbenzoic acid ethyl ester). Run in CO (methanol), [OH-].[Na+] (sodium hydroxide). Yields the product COC1=C(C=CC=C1OC)CCCCCCOC1=C(C=C(C(=O)O)C=C1CCC)CCC (4-[6-(2,3-dimethoxyphenyl)hexyloxy]-3,5-dipropylbenzoic acid). RXN SMILES: C([O:3][C:4](=[O:34])[C:5]1[CH:10]=[C:9]([CH2:11][CH2:12][CH3:13])[C:8]([O:14][CH2:15][CH2:16][CH2:17][CH2:18][CH2:19][CH2:20][C:21]2[CH:26]=[CH:25][CH:24]=[C:23]([O:27][CH3:28])[C:22]=2[O:29][CH3:30])=[C:7]([CH2:31][CH2:32][CH3:33])[CH:6]=1)C>CO.[OH-].[Na+]>[CH3:30][O:29][C:22]1[C:23]([O:27][CH3:28])=[CH:24][CH:25]=[CH:26][C:21]=1[CH2:20][CH2:19][CH2:18][CH2:17][CH2:16][CH2:15][O:14][C:8]1[C:9]([CH2:11][CH2:12][CH3:13])=[CH:10][C:5]([C:4]([OH:34])=[O:3])=[CH:6][C:7]=1[CH2:31][CH2:32][CH3:33] |f:2.3|. Reported procedure: A solution of 1.8 g of 4-[6-(2,3-dimethoxyphenyl)hexyloxy]-3,5-dipropylbenzoic acid ethyl ester in 100 mL of methanol and 20 mL of 1N sodium hydroxide was stirred at reflux for 3 hours. Workup as in Example 24 gave 4-[6-(2,3-dimethoxyphenyl)hexyloxy]-3,5-dipropylbenzoic acid, mp 61°-65°. The product is CN(C)Cc1[nH]nnc1CN1CC2CC2(COCc2cc(C(F)(F)F)cc(C(F)(F)F)c2)C1c1ccccc1. The reactants are CC(=O)O[BH-](OC(C)=O)OC(C)=O, O=C([O-])O, CN(C)Cc1[nH]nnc1C=O, COCCOC, Cl, FC(F)(F)c1cc(COCC23CC2CNC3c2ccccc2)cc(C(F)(F)F)c1, [Na+], [Na+], [Na+], [OH-]. Reaction SMILES: [C:41]([O:42][BH-:43]([O:44][C:45](=[O:46])[CH3:47])[O:48][C:49](=[O:50])[CH3:51])(=[O:52])[CH3:53].[C:58](=[O:59])([OH:60])[O-:61].[CH3:30][N:31]([CH3:32])[CH2:33][c:34]1[c:35]([CH:39]=[O:40])[n:36][n:37][nH:38]1.[CH3:63][O:64][CH2:65][CH2:66][O:67][CH3:68].[ClH:55].[F:1][C:2]([c:3]1[cH:4][c:5]([CH2:6][O:7][CH2:8][C:9]23[CH:10]([c:15]4[cH:16][cH:17][cH:18][cH:19][cH:20]4)[NH:11][CH2:12][CH:13]2[CH2:14]3)[cH:21][c:22]([C:24]([F:25])([F:26])[F:27])[cH:23]1)([F:28])[F:29].[Na+:54].[Na+:57].[Na+:62].[OH-:56]>>[F:1][C:2]([c:3]1[cH:4][c:5]([CH2:6][O:7][CH2:8][C:9]23[CH:10]([c:15]4[cH:16][cH:17][cH:18][cH:19][cH:20]4)[N:11]([CH2:39][c:35]4[c:34]([CH2:33][N:31]([CH3:30])[CH3:32])[nH:38][n:37][n:36]4)[CH2:12][CH:13]2[CH2:14]3)[cH:21][c:22]([C:24]([F:25])([F:26])[F:27])[cH:23]1)([F:28])[F:29]. The reactants are BrC=1C=C2C(=C(C(NC2=CC1)=O)OC1=CC=C(C=C1)Cl)C(F)(F)F (6-bromo-3-(4-chlorophenoxy)-4-(trifluoromethyl)quinolin-2(1H)-one), BrC=1C=C2C(=C(C(NC2=CC1)=O)OC1=CC=CC=C1)O (6-bromo-4-hydroxy-3-phenoxyquinolin-2(1H)-one), BrC=1C=C2C(=C(C(NC2=CC1)=O)OC1=CC=C(C=C1)Cl)C(F)(F)F (6-bromo-3-(4-chlorophenoxy)-4-(trifluoromethyl)quinolin-2(1H)-one), BrC=1C=C2C(=C(C(NC2=CC1)=O)OC1=CC=CC=C1)O (6-bromo-4-hydroxy-3-phenoxyquinolin-2(1H)-one). Reaction conditions: temperature 60 celsius. Product: BrC=1C=C2C(=C(C(=NC2=CC1)N(CC)CC)OC1=CC=C(C=C1)Cl)C(F)(F)F (6-Bromo-3-(4-chlorophenoxy)-N,N-diethyl-4-(trifluoromethyl)quinolin-2-amine). Reaction SMILES: [Br:1][C:2]1[CH:3]=[C:4]2[C:9](=[CH:10][CH:11]=1)[NH:8][C:7](=O)[C:6]([O:13][C:14]1[CH:19]=[CH:18][C:17]([Cl:20])=[CH:16][CH:15]=1)=[C:5]2[C:21]([F:24])([F:23])[F:22].BrC1C=[C:28]2[C:33](=CC=1)[NH:32][C:31](=O)[C:30](OC1C=CC=CC=1)=C2O>>[Br:1][C:2]1[CH:3]=[C:4]2[C:9](=[CH:10][CH:11]=1)[N:8]=[C:7]([N:32]([CH2:33][CH3:28])[CH2:31][CH3:30])[C:6]([O:13][C:14]1[CH:19]=[CH:18][C:17]([Cl:20])=[CH:16][CH:15]=1)=[C:5]2[C:21]([F:24])([F:23])[F:22]. Reported procedure: The title compound was prepared using 6-bromo-2-chloro-3-(4-chlorophenoxy)-4-(trifluoromethyl)quinoline (Intermediate 7, step d) in place of 6-bromo-2,4-dichloro-3-phenoxyquinoline (Intermediate 5, step c) according to the procedure described in Intermediate 5, step d except the reaction mixture was heated at 60° C. under reflux condenser for 12 hours.